The task is: describe an organic reaction: reactants, conditions, products, and yield. This data is from the Open Reaction Database (ORD), a public repository of structured organic reaction records. Starting materials: CS(=O)(=O)N (methanesulfonamide), [H-].[Na+] (sodium hydride), C(C)(C)[C@H]1N(C(OC1)=O)C=1C=C(C=CC1)C1NC2=CC=C(C=C2CC1(C)C)C(=O)O (2-[3-((R)-4-isopropyl-2-oxo-oxazolidin-3-yl)-phenyl]-3,3-dimethyl-1,2,3,4-tetrahydro-quinoline-6-carboxylic acid), C(=O)(N1C=NC=C1)N1C=NC=C1 (1,1′-carbonyldiimidazole), [H-].[Na+] (sodium hydride), CS(=O)(=O)N (methanesulfonamide). The solvent is CN(C=O)C (N,N-dimethylformamide), CN(C=O)C (N,N-dimethylformamide), CN(C=O)C (N,N-dimethylformamide). Conditions: temperature 25 celsius, time 1 hour. The product is C(C)(C)[C@H]1N(C(OC1)=O)C=1C=C(C=CC1)C1NC2=CC=C(C=C2CC1(C)C)C(=O)NS(=O)(=O)C (N-{2-[3-((R)-4-isopropyl-2-oxo-oxazolidin-3-yl)-phenyl]-3,3-dimethyl-1,2,3,4-tetrahydro-quinoline-6-carbonyl}-methanesulfonamide). Yield: 19.8%. As a reaction SMILES: [H-].[Na+].[CH3:3][S:4]([NH2:7])(=[O:6])=[O:5].[CH:8]([C@@H:11]1[CH2:15][O:14][C:13](=[O:16])[N:12]1[C:17]1[CH:18]=[C:19]([CH:23]2[C:32]([CH3:34])([CH3:33])[CH2:31][C:30]3[C:25](=[CH:26][CH:27]=[C:28]([C:35](O)=[O:36])[CH:29]=3)[NH:24]2)[CH:20]=[CH:21][CH:22]=1)([CH3:10])[CH3:9].C(N1C=CN=C1)(N1C=CN=C1)=O>CN(C)C=O>[CH:8]([C@@H:11]1[CH2:15][O:14][C:13](=[O:16])[N:12]1[C:17]1[CH:18]=[C:19]([CH:23]2[C:32]([CH3:34])([CH3:33])[CH2:31][C:30]3[C:25](=[CH:26][CH:27]=[C:28]([C:35]([NH:7][S:4]([CH3:3])(=[O:6])=[O:5])=[O:36])[CH:29]=3)[NH:24]2)[CH:20]=[CH:21][CH:22]=1)([CH3:10])[CH3:9] |f:0.1|. Reported procedure: To a suspension of 60% sodium hydride (290 mg, 7.3 mmol) in N,N-dimethylformamide (2.5 mL) was added methanesulfonamide (703 mg, 7.4 mmol) at room temperature. The resulting mixture was stirred at 25° C. for 1 h. A solution of 2-[3-((R)-4-isopropyl-2-oxo-oxazolidin-3-yl)-phenyl]-3,3-dimethyl-1,2,3,4-tetrahydro-quinoline-6-carboxylic acid (300 mg, 0.74 mmol) and 1,1′-carbonyldiimidazole (300 mg, 1.84 mmol) in N,N-dimethylformamide (2.0 mL) was stirred at 70° C. After stirring at 70° C. for 1 h, t...